Dataset: the Open Reaction Database (ORD), a public repository of structured organic reaction records. Task: describe an organic reaction: reactants, conditions, products, and yield Reactants: C(C)(C)(C)[Si](OC1=CC2=C(C3=C(C4=CC=C(C=C4OC3O)O[Si](C)(C)C(C)(C)C)CCO2)C=C1)(C)C (2,8-bis-(tert-butyl-dimethyl-silyloxy)-11,12-dihydro-5H-6,13-dioxa-benzo[3,4]cyclohepta[1,2-a]naphthalen-5-ol), IC1=CC=C(OCCN2CCCCC2)C=C1 (1-[2-(4-Iodo-phenoxy)-ethyl]-piperidine), C(CCC)[Li] (n-butyl lithium), IC1=CC=C(OCCN2CCCCC2)C=C1 (1-[2-(4-Iodo-phenoxy)-ethyl]-piperidine), C(CCC)[Li] (n-butyl lithium). Solvent: C1CCOC1 (THF), CCOC(=O)C (EtOAc), C1CCOC1 (THF), C1(=CC=CC=C1)C (toluene), Cl (HCl). Run at temperature -78 celsius, time 1 hour. The product is C(C)(C)(C)[Si](OC1=CC2=C(C3=C(C4=CC=C(C=C4OC3C3=CC=C(OCCN4CCCCC4)C=C3)O[Si](C)(C)C(C)(C)C)CCO2)C=C1)(C)C (1-(2-{4-[2,8-Bis-(tert-butyl-dimethyl-silyloxy)-11,12-dihydro-5H-6,13-dioxa-benzo[3,4]cyclohepta[1,2-a]naphthalen-5-yl]-phenoxy}-ethyl)piperidine). As a reaction SMILES: I[C:2]1[CH:16]=[CH:15][C:5]([O:6][CH2:7][CH2:8][N:9]2[CH2:14][CH2:13][CH2:12][CH2:11][CH2:10]2)=[CH:4][CH:3]=1.C([Li])CCC.[C:22]([Si:26]([CH3:57])([CH3:56])[O:27][C:28]1[CH:55]=[CH:54][C:31]2[C:32]3[CH:41](O)[O:40][C:39]4[C:34](=[CH:35][CH:36]=[C:37]([O:43][Si:44]([C:47]([CH3:50])([CH3:49])[CH3:48])([CH3:46])[CH3:45])[CH:38]=4)[C:33]=3[CH2:51][CH2:52][O:53][C:30]=2[CH:29]=1)([CH3:25])([CH3:24])[CH3:23]>C1COCC1.C1(C)C=CC=CC=1.Cl.CCOC(C)=O>[C:22]([Si:26]([CH3:56])([CH3:57])[O:27][C:28]1[CH:55]=[CH:54][C:31]2[C:32]3[CH:41]([C:2]4[CH:16]=[CH:15][C:5]([O:6][CH2:7][CH2:8][N:9]5[CH2:14][CH2:13][CH2:12][CH2:11][CH2:10]5)=[CH:4][CH:3]=4)[O:40][C:39]4[C:34](=[CH:35][CH:36]=[C:37]([O:43][Si:44]([C:47]([CH3:48])([CH3:49])[CH3:50])([CH3:45])[CH3:46])[CH:38]=4)[C:33]=3[CH2:51][CH2:52][O:53][C:30]=2[CH:29]=1)([CH3:23])([CH3:24])[CH3:25]. Reported procedure: 1-[2-(4-Iodo-phenoxy)-ethyl]-piperidine (150 mg, 0.453 mmol) was dissolved in THF and cooled to −78° C. To the reaction mixture was then added n-butyl lithium (2M solution in pentane, 226 μl), slowly over 5 min. The reaction mixture was stirred for 1 h at −78° C. In a separate flask, 2,8-bis-(tert-butyl-dimethyl-silyloxy)-11,12-dihydro-5H-6,13-dioxa-benzo[3,4]cyclohepta[1,2-a]naphthalen-5-ol (28 mg, 0.053 mmol)) was dissolved in THF (1 mL) and added to the reaction mixture containing the 1-[2-(4... The reactants are BrCc1cccnc1, Br, CNC1CCN(c2ccc3nnc(C(F)(F)F)n3n2)CC1, CCN(C(C)C)C(C)C. Product: CN(Cc1cccnc1)C1CCN(c2ccc3nnc(C(F)(F)F)n3n2)CC1. Reaction SMILES: [Br:32][CH2:33][c:34]1[cH:35][n:36][cH:37][cH:38][cH:39]1.[BrH:31].[CH3:10][NH:11][CH:12]1[CH2:13][CH2:14][N:15]([c:18]2[cH:19][cH:20][c:21]3[n:22]([n:23]2)[c:24]([C:27]([F:28])([F:29])[F:30])[n:25][n:26]3)[CH2:16][CH2:17]1.[CH:1]([N:2]([CH2:3][CH3:4])[CH:5]([CH3:6])[CH3:7])([CH3:8])[CH3:9]>>[CH3:10][N:11]([CH:12]1[CH2:13][CH2:14][N:15]([c:18]2[cH:19][cH:20][c:21]3[n:22]([n:23]2)[c:24]([C:27]([F:28])([F:29])[F:30])[n:25][n:26]3)[CH2:16][CH2:17]1)[CH2:33][c:34]1[cH:35][n:36][cH:37][cH:38][cH:39]1. As a reaction SMILES: [Al+3:20].[C:1](#[N:2])[C:3]1([OH:18])[CH2:4][N:5]([C:8](=[O:9])[O:10][CH2:11][c:12]2[cH:13][cH:14][cH:15][cH:16][cH:17]2)[CH2:6][CH2:7]1.[CH2:25]1[O:26][CH2:27][CH2:28][CH2:29]1.[H-:19].[H-:22].[H-:23].[H-:24].[Li+:21]>>[CH2:1]([NH2:2])[C:3]1([OH:18])[CH2:4][N:5]([C:8](=[O:9])[O:10][CH2:11][c:12]2[cH:13][cH:14][cH:15][cH:16][cH:17]2)[CH2:6][CH2:7]1. Reactants: [Al+3], N#CC1(O)CCN(C(=O)OCc2ccccc2)C1, C1CCOC1, [H-], [H-], [H-], [H-], [Li+]. The product is NCC1(O)CCN(C(=O)OCc2ccccc2)C1. Reactants: C(C)(C)(C)OC(=O)NC(=NC1CN(CC1)C1=NC=CC(=C1)C)NC(=O)OC(C)(C)C (N,N′-bis(tert-butoxycarbonyl)-N″-(1-(4-methylpyridin-2-yl)pyrrolidin-3-yl)guanidine), Cl (hydrogen chloride). Product: Cl.Cl.CC1=CC(=NC=C1)N1CC(CC1)NC(=N)N ((1-(4-methylpyridin-2-yl)-pyrrolidin-3-yl)guanidine dihydrochloride). As a reaction SMILES: C(OC([NH:8][C:9]([NH:23]C(OC(C)(C)C)=O)=[N:10][CH:11]1[CH2:15][CH2:14][N:13]([C:16]2[CH:21]=[C:20]([CH3:22])[CH:19]=[CH:18][N:17]=2)[CH2:12]1)=O)(C)(C)C.[ClH:31]>ClCCl.O1CCOCC1>[ClH:31].[ClH:31].[CH3:22][C:20]1[CH:19]=[CH:18][N:17]=[C:16]([N:13]2[CH2:14][CH2:15][CH:11]([NH:10][C:9]([NH2:23])=[NH:8])[CH2:12]2)[CH:21]=1 |f:4.5.6|. Procedure: To a solution of N,N′-bis(tert-butoxycarbonyl)-N″-(1-(4-methylpyridin-2-yl)pyrrolidin-3-yl)guanidine (210 mg) in dichloromethane (4 ml) was added a solution of hydrogen chloride in 1,4-dioxane (4N, 4 ml), and the mixture was stirred at ambient temperature for 24 hours. The solvent was evaporated under reduced pressure. To the residue was added 10% methanol in ethyl acetate (50 ml). The resultant precipitate was collected by filtration and dried under reduced pressure to give (1-(4-methylpyridin-... Run at time 24 hour. Solvent: ClCCl (dichloromethane), O1CCOCC1 (1,4-dioxane). Starting materials: O1C(=NC2=C1C=CC=C2)N(C)CCOC2=CC=C(C=C2)CC(C(=O)OC)SC (methyl 3-[4-[2-[N-(2-benzoxazolyl)-N-methylamino]ethoxy]phenyl]-2-(methylthio)propanoate), [OH-].[Na+] (sodium hydroxide), CO (methanol). Solvent: O (water). Product: O1C(=NC2=C1C=CC=C2)N(C)CCOC2=CC=C(C=C2)CC(C(=O)O)SC (3-[4-[2-[N-(2-Benzoxazolyl)-N-methylamino]ethoxy]phenyl]-2(methylthio)propanoic Acid). RXN SMILES: [O:1]1[C:5]2[CH:6]=[CH:7][CH:8]=[CH:9][C:4]=2[N:3]=[C:2]1[N:10]([CH2:12][CH2:13][O:14][C:15]1[CH:20]=[CH:19][C:18]([CH2:21][CH:22]([S:27][CH3:28])[C:23]([O:25]C)=[O:24])=[CH:17][CH:16]=1)[CH3:11].[OH-].[Na+].CO>O>[O:1]1[C:5]2[CH:6]=[CH:7][CH:8]=[CH:9][C:4]=2[N:3]=[C:2]1[N:10]([CH2:12][CH2:13][O:14][C:15]1[CH:20]=[CH:19][C:18]([CH2:21][CH:22]([S:27][CH3:28])[C:23]([OH:25])=[O:24])=[CH:17][CH:16]=1)[CH3:11] |f:1.2|. Reported procedure: A mixture of methyl 3-[4-[2-[N-(2-benzoxazolyl)-N-methylamino]ethoxy]phenyl]-2-(methylthio)propanoate (1.01 g), 10% aqueous sodium hydroxide solution (10 mL) and methanol (20 mL) was heated at reflux for 1 hour. The mixture was diluted with water (300 mL) and washed with dichloromethane (3×200 mL). The aqueous layer was acidified to pH2 with concentrated hydrochloric acid, extracted with ethyl acetate (3×200 mL) and the extracts washed with brine (2×200 mL), dried (MgSO4) and evaporated. The res...